Task: describe an organic reaction: reactants, conditions, products, and yield. Dataset: the Open Reaction Database (ORD), a public repository of structured organic reaction records The reactants are COC(=O)CCBr, O=[N+]([O-])c1ccc(N2CCNCC2)cc1, [Na+], O=C([O-])O, CN(C)C=O, O. The product is COC(=O)CCN1CCN(c2ccc([N+](=O)[O-])cc2)CC1. RXN SMILES: [CH3:16][O:17][C:18]([CH2:19][CH2:20][Br:21])=[O:22].[N+:1](=[O:2])([O-:3])[c:4]1[cH:5][cH:6][c:7]([N:10]2[CH2:11][CH2:12][NH:13][CH2:14][CH2:15]2)[cH:8][cH:9]1.[Na+:28].[O-:24][C:25]([OH:26])=[O:27].[O:29]=[CH:30][N:31]([CH3:32])[CH3:33].[OH2:23]>>[N+:1](=[O:2])([O-:3])[c:4]1[cH:5][cH:6][c:7]([N:10]2[CH2:11][CH2:12][N:13]([CH2:20][CH2:19][C:18]([O:17][CH3:16])=[O:22])[CH2:14][CH2:15]2)[cH:8][cH:9]1. Reactants: C1(CCCC1)S(=O)(=O)C=1C=C(C=CC1)CCCCOCCCCCCNC[C@H](O)C1=CC(=C(C=C1)OCC1=CC=CC=C1)F ((1R)-2-{[6-({4-[3-(cyclopentylsulfonyl)phenyl]butyl}oxy)hexyl]amino)-1-{3-fluoro-4-[(phenylmethyl)oxy]phenyl}ethanol). Reagents/catalysts: [Pd] (palladium on carbon). Solvent: CCOC(=O)C (EtOAc), CC(=O)O (AcOH). As a reaction SMILES: [CH:1]1([S:6]([C:9]2[CH:10]=[C:11]([CH2:15][CH2:16][CH2:17][CH2:18][O:19][CH2:20][CH2:21][CH2:22][CH2:23][CH2:24][CH2:25][NH:26][CH2:27][C@@H:28]([C:30]3[CH:35]=[CH:34][C:33]([O:36]CC4C=CC=CC=4)=[C:32]([F:44])[CH:31]=3)[OH:29])[CH:12]=[CH:13][CH:14]=2)(=[O:8])=[O:7])[CH2:5][CH2:4][CH2:3][CH2:2]1>[Pd].CCOC(C)=O.CC(O)=O>[CH:1]1([S:6]([C:9]2[CH:10]=[C:11]([CH2:15][CH2:16][CH2:17][CH2:18][O:19][CH2:20][CH2:21][CH2:22][CH2:23][CH2:24][CH2:25][NH:26][CH2:27][C@@H:28]([C:30]3[CH:35]=[CH:34][C:33]([OH:36])=[C:32]([F:44])[CH:31]=3)[OH:29])[CH:12]=[CH:13][CH:14]=2)(=[O:8])=[O:7])[CH2:5][CH2:4][CH2:3][CH2:2]1. Yields the product C1(CCCC1)S(=O)(=O)C=1C=C(C=CC1)CCCCOCCCCCCNC[C@H](O)C1=CC(=C(C=C1)O)F (4-((1R)-2-{[6-({4-[3-(Cyclopentylsulfonyl)phenyl]butyl}oxy)hexyl]amino}-1-hydroxyethyl)-2-fluorophenol). Conditions: time 4 hour. Procedure: To an evacuated flask containing palladium on carbon [50% water by weight] was added a solution of (1R)-2-{[6-({4-[3-(cyclopentylsulfonyl)phenyl]butyl}oxy)hexyl]amino)-1-{3-fluoro-4-[(phenylmethyl)oxy]phenyl}ethanol (37 mg) in EtOAc (8 ml) and AcOH (2 ml). The reaction mixture was hydrogenated for 4 h. The catalyst was filtered off and the filtrate concentrated in vacuo to give the title compound. LCMS RT=2.60 min 535(M+H)+